From a dataset of the Open Reaction Database (ORD), a public repository of structured organic reaction records. describe an organic reaction: reactants, conditions, products, and yield Starting materials: C(C)(C)(C)OC(C[C@@H](C(=O)O)CC=C)=O ((S)-2-(2-tert-butoxy-2-oxoethyl)pent-4-enoic acid), OC[C@@H](C1=CC=CC=C1)NC(CCC=C)=O ((R)-N-(2-hydroxy-1-phenylethyl)pent-4-enamide), CCN(C(C)C)C(C)C (iPr2NEt), C(CCl)Cl (EDC). The reagents and catalysts are CN(C)C=1C=CN=CC1 (DMAP). Run in CN(C)C=O (DMF). Run at time 16 hour. The product is C(C=C)[C@H](C(=O)OC[C@@H](C1=CC=CC=C1)NC(CCC=C)=O)CC(=O)OC(C)(C)C ((S)-4-tert-butyl 1-((R)-2-pent-4-enamido-2-phenylethyl) 2-allylsuccinate). RXN SMILES: [C:1]([O:5][C:6](=[O:15])[CH2:7][C@H:8]([CH2:12][CH:13]=[CH2:14])[C:9]([OH:11])=[O:10])([CH3:4])([CH3:3])[CH3:2].C(Cl)CCl.O[CH2:21][C@H:22]([NH:29][C:30](=[O:35])[CH2:31][CH2:32][CH:33]=[CH2:34])[C:23]1[CH:28]=[CH:27][CH:26]=[CH:25][CH:24]=1.CCN(C(C)C)C(C)C>CN(C=O)C.CN(C1C=CN=CC=1)C>[CH2:12]([C@@H:8]([CH2:7][C:6]([O:5][C:1]([CH3:4])([CH3:3])[CH3:2])=[O:15])[C:9]([O:11][CH2:21][C@H:22]([NH:29][C:30](=[O:35])[CH2:31][CH2:32][CH:33]=[CH2:34])[C:23]1[CH:28]=[CH:27][CH:26]=[CH:25][CH:24]=1)=[O:10])[CH:13]=[CH2:14]. Reported procedure: To a solution of (S)-2-(2-tert-butoxy-2-oxoethyl)pent-4-enoic acid (684 mg, 3.19 mmol) in DMF (25 mL) cooled in an ice/water bath was added EDC (612 mg, 3.19 mmol) and the resulting solution was stirred for 30 min. (R)-N-(2-hydroxy-1-phenylethyl)pent-4-enamide (700 mg, 3.19 mmol), iPr2NEt (1.77 mL, 9.58 mmol), and DMAP (39.0 mg, 0.319 mmol) were subsequently added and the reaction mixture was stirred 16 h at which point LC-MS analysis indicated the presence of both starting material and desired ... As a reaction SMILES: ON1C2C=CC=CC=2N=N1.Cl.C(N=C=NCCCN(C)C)C.[Br:23][C:24]1[CH:25]=[C:26]2[C:30](=[CH:31][CH:32]=1)[N:29]([CH2:33][CH2:34][CH2:35][O:36][CH3:37])[CH:28]=[C:27]2[CH2:38][NH:39][CH:40]1[CH2:42][CH2:41]1.[C:43]([O:47][C:48]([N:50]1[CH2:55][CH2:54][O:53][C@@H:52]([C:56](O)=[O:57])[CH2:51]1)=[O:49])([CH3:46])([CH3:45])[CH3:44]>CN(C)C=O.C(OCC)(=O)C>[Br:23][C:24]1[CH:25]=[C:26]2[C:30](=[CH:31][CH:32]=1)[N:29]([CH2:33][CH2:34][CH2:35][O:36][CH3:37])[CH:28]=[C:27]2[CH2:38][N:39]([CH:40]1[CH2:42][CH2:41]1)[C:56]([C@@H:52]1[O:53][CH2:54][CH2:55][N:50]([C:48]([O:47][C:43]([CH3:46])([CH3:45])[CH3:44])=[O:49])[CH2:51]1)=[O:57] |f:1.2|. Product: BrC=1C=C2C(=CN(C2=CC1)CCCOC)CN(C(=O)[C@H]1CN(CCO1)C(=O)OC(C)(C)C)C1CC1 (tert-butyl(2R)-2-{[{[5-bromo-1-(3-methoxypropyl)indol-3-yl]methyl}(cyclopropyl)amino]carbonyl}morpholin-4-carboxylate). Run at time 8 hour. Procedure: 1-Hydroxybenzotriazole (162 mg) and 1-ethyl-3-(3-dimethylaminopropyl)carbodiimide hydrochloride (288 mg) were added successively to a solution of N-{[5-bromo-1-(3-methoxypropyl)indol-3-yl]methyl}cyclopropanamine (a compound of Reference Example 127(2), 405 mg) and (2R)-4-(tert-butoxycarbonyl)morpholin-2-carboxylic acid (231 mg) in N,N-dimethylformamide (12.5 ml) and the mixture was stirred at room temperature overnight. The mixture was diluted with ethyl acetate, washed with water, a saturated a... The solvent is CN(C=O)C (N,N-dimethylformamide), C(C)(=O)OCC (ethyl acetate). Reactants: ON1N=NC2=C1C=CC=C2 (1-Hydroxybenzotriazole), Cl.C(C)N=C=NCCCN(C)C (1-ethyl-3-(3-dimethylaminopropyl)carbodiimide hydrochloride), BrC=1C=C2C(=CN(C2=CC1)CCCOC)CNC1CC1 (N-{[5-bromo-1-(3-methoxypropyl)indol-3-yl]methyl}cyclopropanamine), C(C)(C)(C)OC(=O)N1C[C@@H](OCC1)C(=O)O ((2R)-4-(tert-butoxycarbonyl)morpholin-2-carboxylic acid). The reactants are C(=O)OC (methyl formate), CC(=O)C1(CC(C1)CC)C ((1-methyl-3-ethylcyclobutyl) methyl ketone), CO (methanol), resultant mixture, [H-].[Na+] (Sodium hydride). Solvent: CCOCC (ether), CCOCC (ether), CCCCCC (hexane), CCOCC (ether). Product: OC=CC(=O)C1(CC(C1)CC)C (1-Hydroxy-3-(3-ethyl-1-methylcyclobutyl)-prop-1-en-3-one). RXN SMILES: [H-].[Na+].[CH:3](OC)=[O:4].[CH3:7][C:8]([C:10]1([CH3:16])[CH2:13][CH:12]([CH2:14][CH3:15])[CH2:11]1)=[O:9].CO>CCCCCC.CCOCC>[OH:4][CH:3]=[CH:7][C:8]([C:10]1([CH3:16])[CH2:13][CH:12]([CH2:14][CH3:15])[CH2:11]1)=[O:9] |f:0.1|. Procedure details: Sodium hydride (1.25 g of 50% mineral oil dispersion, 50 mmol) was washed with dry hexane and then stirred under an argon atmosphere with 12.5 ml of dry ether. A solution of 5 ml of methyl formate and 2.4 g of (1-methyl-3-ethylcyclobutyl) methyl ketone (prepared in Example 3A) in 5 ml of ether was then added to the reaction mixture along with about 0.5 ml of methanol. As a voluminous precipitate formed, sufficient ether was added to make the reaction mixture more easily stirred. The resultant mi... The reactants are ClC1=C(C=O)C(=CC=C1O)Cl (2,6-dichloro-3-hydroxy-benzaldehyde), C([O-])([O-])=O.[Cs+].[Cs+] (cesium carbonate), FC(COS(=O)(=O)C(F)(F)F)(F)F (trifluoro-methanesulfonic acid 2,2,2-trifluoro-ethyl ester), O (water). The solvent is CN1C(CCC1)=O (N-methylpyrrolidinone). Reaction conditions: time 90 hour. The product is ClC1=C(C=O)C(=CC=C1OCC(F)(F)F)Cl (2,6-dichloro-3-(2,2,2-trifluoro-ethoxy)-benzaldehyde). Reaction SMILES: [Cl:1][C:2]1[C:9]([OH:10])=[CH:8][CH:7]=[C:6]([Cl:11])[C:3]=1[CH:4]=[O:5].C(=O)([O-])[O-].[Cs+].[Cs+].[F:18][C:19]([F:30])([F:29])[CH2:20]OS(C(F)(F)F)(=O)=O.O>CN1CCCC1=O>[Cl:1][C:2]1[C:9]([O:10][CH2:20][C:19]([F:30])([F:29])[F:18])=[CH:8][CH:7]=[C:6]([Cl:11])[C:3]=1[CH:4]=[O:5] |f:1.2.3|. Procedure details: To 2,6-dichloro-3-hydroxy-benzaldehyde (114, 2.06 g, 0.0108 mol) in N-methylpyrrolidinone (25.0 mL) were added cesium carbonate (7.02 g, 0.0215 mol) and trifluoro-methanesulfonic acid 2,2,2-trifluoro-ethyl ester (2.50 g, 0.0108 mol) under an atmosphere of nitrogen. The reaction was stirred at room temperature for 90 hours. The reaction was poured into water and extracted with ethyl acetate. The organic layer was dried over anhydrous sodium sulfate and filtered. The filtrate was concentrated and ...